This data is from the Open Reaction Database (ORD), a public repository of structured organic reaction records. The task is: describe an organic reaction: reactants, conditions, products, and yield Reactants: C(C1=CC=CC=C1)SC=1C=C(C(=O)O)C=C(C1OC1=CC=CC=C1)S(=O)(=O)Cl (3-Benzylthio-5-chlorosulfonyl-4-phenoxybenzoic acid), N (ammonia). RXN SMILES: [CH2:1]([S:8][C:9]1[CH:10]=[C:11]([CH:15]=[C:16]([S:25](Cl)(=[O:27])=[O:26])[C:17]=1[O:18][C:19]1[CH:24]=[CH:23][CH:22]=[CH:21][CH:20]=1)[C:12]([OH:14])=[O:13])[C:2]1[CH:7]=[CH:6][CH:5]=[CH:4][CH:3]=1.[NH3:29]>>[CH2:1]([S:8][C:9]1[CH:10]=[C:11]([CH:15]=[C:16]([S:25](=[O:27])(=[O:26])[NH2:29])[C:17]=1[O:18][C:19]1[CH:24]=[CH:23][CH:22]=[CH:21][CH:20]=1)[C:12]([OH:14])=[O:13])[C:2]1[CH:7]=[CH:6][CH:5]=[CH:4][CH:3]=1. Procedure: 3-Benzylthio-5-chlorosulfonyl-4-phenoxybenzoic acid (0.6 g) is added to concentrated aqueous ammonia (10 ml). After 1 hour, the reaction mixture is heated on a steam-bath for 15 minutes, and crude 3-benzylthio-4-phenoxy-5-sulfamylbenzoic acid precipitated by addition of 1 N hydrochloric acid until pH 2.5. The crude product is dissolved in aqueous sodium hydrogen carbonate by heating. After cooling, the precipitated sodium salt of 3-benzylthio-4-phenoxy-5-sulfamylbenzoic acid is collected by filt... The product is C(C1=CC=CC=C1)SC=1C=C(C(=O)O)C=C(C1OC1=CC=CC=C1)S(N)(=O)=O (3-Benzylthio-4-phenoxy-5-sulfamylbenzoic acid). Reaction conditions: time 1 hour.